The task is: describe an organic reaction: reactants, conditions, products, and yield. This data is from the Open Reaction Database (ORD), a public repository of structured organic reaction records. Starting materials: CI (methyl iodide), C(C\C=C\CC)OC=1C(=NSN1)C=1C=NC=CC1 (trans-3-(4-(3- hexenyloxy)-1, 2,5-thiadiazol-3-yl)pyridine). Run in CC(=O)C (acetone). Product: [I-].C(C\C=C\CC)OC=1C(=NSN1)C=1C=[N+](C=CC1)C (trans-3-(4-(3-hexenyloxy)-1,2,5-thiadiazol-3-yl)-1-methylpyridinium iodide). RXN SMILES: [CH3:1][I:2].[CH2:3]([O:9][C:10]1[C:11]([C:15]2[CH:16]=[N:17][CH:18]=[CH:19][CH:20]=2)=[N:12][S:13][N:14]=1)[CH2:4]/[CH:5]=[CH:6]/[CH2:7][CH3:8]>CC(C)=O>[I-:2].[CH2:3]([O:9][C:10]1[C:11]([C:15]2[CH:16]=[N+:17]([CH3:1])[CH:18]=[CH:19][CH:20]=2)=[N:12][S:13][N:14]=1)[CH2:4]/[CH:5]=[CH:6]/[CH2:7][CH3:8] |f:3.4|. Reported procedure: A mixture of methyl iodide (1 ml, 15 mmol) and trans-3-(4-(3- hexenyloxy)-1, 2,5-thiadiazol-3-yl)pyridine (3 mmol; in acetone (5 ml) was stirred at room temperature for 18 h. The title compound precipitated from the solution and was collected by filtration to yield 0.90 g (75%). Reactants: FC(OC1=CC=C(C=C1)OS(=O)(=O)C1=CC=C(C=C1)C)(F)F (toluene-4-sulfonic acid 4-trifluoromethoxy-phenyl ester), C(#C)C1=CC(=C(C=C1)OC)OC (4-ethynyl-1,2-dimethoxy-benzene). The solvent is CCCCCCC (heptane). Product: COC1=C(C=C(C=C1)C#CC1=CC=C(C=C1)OC(F)(F)F)OC (1,2-Dimethoxy-4-(4-Trifluoromethoxy-phenylethynyl)-benzene). As a reaction SMILES: [F:1][C:2]([F:22])([F:21])[O:3][C:4]1[CH:9]=[CH:8][C:7](OS(C2C=CC(C)=CC=2)(=O)=O)=[CH:6][CH:5]=1.[C:23]([C:25]1[CH:30]=[CH:29][C:28]([O:31][CH3:32])=[C:27]([O:33][CH3:34])[CH:26]=1)#[CH:24]>CCCCCCC>[CH3:32][O:31][C:28]1[CH:29]=[CH:30][C:25]([C:23]#[C:24][C:7]2[CH:6]=[CH:5][C:4]([O:3][C:2]([F:1])([F:21])[F:22])=[CH:9][CH:8]=2)=[CH:26][C:27]=1[O:33][CH3:34]. Procedure details: This product was prepared from toluene-4-sulfonic acid 4-trifluoromethoxy-phenyl ester and 4-ethynyl-1,2-dimethoxy-benzene following the general procedure for the Sonogashira cross-coupling process described above. Chromatography eluent: heptane; yield (140 mg, 87%); 1H NMR δ (CDCl3): 7.52 (d, J=8.40 Hz, 2H), 7.21-7.16 (m, 3H), 6.83 (d, J=8.41 Hz, 2H), 3.85 (s, 6H); LCMS m/z: 322. Product: CCCCC(Cl)=Nc1ccccc1C(F)(F)F. Reaction SMILES: [Cl:18][P:19]([Cl:20])([Cl:21])([Cl:22])[Cl:23].[F:1][C:2]([c:3]1[c:4]([NH:9][C:10]([CH2:11][CH2:12][CH2:13][CH3:14])=[O:15])[cH:5][cH:6][cH:7][cH:8]1)([F:16])[F:17]>>[F:1][C:2]([c:3]1[c:4]([N:9]=[C:10]([CH2:11][CH2:12][CH2:13][CH3:14])[Cl:18])[cH:5][cH:6][cH:7][cH:8]1)([F:16])[F:17]. The reactants are ClP(Cl)(Cl)(Cl)Cl, CCCCC(=O)Nc1ccccc1C(F)(F)F.